From a dataset of the Open Reaction Database (ORD), a public repository of structured organic reaction records. describe an organic reaction: reactants, conditions, products, and yield The reactants are C(#N)C(C)(C1=NC=CC=C1)NC(C1=CC=C(C=C1)OC)=O (N-[-1-cyano-1-(2-pyridinyl)ehtyl]-4-methoxy-benzamide). Reagents/catalysts: [Ni] (Raney nickel). Run in N (ammonia). Reaction conditions: temperature 40 celsius. Yields the product NCC(C1=NC=CC=C1)(C)NC(C1=CC=C(C=C1)OC)=O (N-[2-amino-1-methyl-1-(2-pyridyl)ethyl]-4-methoxybenzamide). Reaction SMILES: [C:1]([C:3]([NH:11][C:12](=[O:21])[C:13]1[CH:18]=[CH:17][C:16]([O:19][CH3:20])=[CH:15][CH:14]=1)([C:5]1[CH:10]=[CH:9][CH:8]=[CH:7][N:6]=1)[CH3:4])#[N:2]>N.[Ni]>[NH2:2][CH2:1][C:3]([NH:11][C:12](=[O:21])[C:13]1[CH:14]=[CH:15][C:16]([O:19][CH3:20])=[CH:17][CH:18]=1)([CH3:4])[C:5]1[CH:10]=[CH:9][CH:8]=[CH:7][N:6]=1. Reported procedure: N-[-1-cyano-1-(2-pyridinyl)ehtyl]-4-methoxy-benzamide (4.7 g, 0.0167 mole) was dissolved in 100 mL methanolic ammonia and treated with 1.5 g Raney nickel under 50 psi and warmed to 40° C. for 10 hours. The mixture was filtered and the supernate concentrated in vacuo to yield a pale green oil. The crude product (2.3 g) was used in the next step without further purification. Reactants: CC(=O)O[BH-](OC(C)=O)OC(C)=O, CC(=O)O, O=Cc1ccccc1, CC(Cl)Cl, Cl, Cl, Nc1cccc(NC(=O)CN2CCC(Cc3ccccc3)CC2)c1, [Na+], [Na+], O=C([O-])O. The product is O=C(CN1CCC(Cc2ccccc2)CC1)Nc1cccc(NCc2ccccc2)c1. As a reaction SMILES: [C:43]([O:44][BH-:45]([O:46][C:47](=[O:48])[CH3:49])[O:50][C:51](=[O:52])[CH3:53])(=[O:54])[CH3:55].[CH3:35][C:36](=[O:37])[OH:38].[CH:27](=[O:28])[c:29]1[cH:30][cH:31][cH:32][cH:33][cH:34]1.[Cl:39][CH:40]([Cl:41])[CH3:42].[ClH:1].[ClH:2].[NH2:3][c:4]1[cH:5][c:6]([NH:10][C:11]([CH2:12][N:13]2[CH2:14][CH2:15][CH:16]([CH2:19][c:20]3[cH:21][cH:22][cH:23][cH:24][cH:25]3)[CH2:17][CH2:18]2)=[O:26])[cH:7][cH:8][cH:9]1.[Na+:56].[Na+:57].[OH:58][C:59](=[O:60])[O-:61]>>[NH:3]([c:4]1[cH:5][c:6]([NH:10][C:11]([CH2:12][N:13]2[CH2:14][CH2:15][CH:16]([CH2:19][c:20]3[cH:21][cH:22][cH:23][cH:24][cH:25]3)[CH2:17][CH2:18]2)=[O:26])[cH:7][cH:8][cH:9]1)[CH2:27][c:29]1[cH:30][cH:31][cH:32][cH:33][cH:34]1. Conditions: time 30 minute. The yield is 50.0%. Reactants: C(C=C)OC(=O)Cl (allyloxycarbonyl chloride), C(C)(=O)C1=CC(=C(C=C1)CC(=O)OCC)N (ethyl (4-acetyl-2-aminophenyl)acetate), NC1=C(C=CC(=C1)C(C)O)CC(=O)OCC (ethyl [2-amino-4-(1-hydroxyethyl)phenyl]acetate), [Cl-].[NH4+] (ammonium chloride). As a reaction SMILES: [C:1]([C:4]1[CH:9]=[CH:8][C:7]([CH2:10][C:11]([O:13][CH2:14][CH3:15])=[O:12])=[C:6]([NH2:16])[CH:5]=1)(=[O:3])[CH3:2].[NH2:17][C:18]1[CH:23]=[C:22]([CH:24]([OH:26])[CH3:25])[CH:21]=[CH:20][C:19]=1[CH2:27][C:28]([O:30][CH2:31][CH3:32])=[O:29].[CH2:33]([O:36][C:37](Cl)=[O:38])[CH:34]=[CH2:35].[Cl-].[NH4+]>N1C=CC=CC=1.[Cl-].[Na+].O>[C:1]([C:4]1[CH:9]=[CH:8][C:7]([CH2:10][C:11]([O:13][CH2:14][CH3:15])=[O:12])=[C:6]([NH:16][C:37]([O:36][CH2:33][CH:34]=[CH2:35])=[O:38])[CH:5]=1)(=[O:3])[CH3:2].[CH2:33]([O:36][C:37]([NH:17][C:18]1[CH:23]=[C:22]([CH:24]([OH:26])[CH3:25])[CH:21]=[CH:20][C:19]=1[CH2:27][C:28]([O:30][CH2:31][CH3:32])=[O:29])=[O:38])[CH:34]=[CH2:35] |f:3.4,6.7.8|. Product: C(C)(=O)C1=CC(=C(C=C1)CC(=O)OCC)NC(=O)OCC=C (ethyl (4-acetyl-2-{[(allyloxy)carbonyl]amino}phenyl)acetate), C(C=C)OC(=O)NC1=C(C=CC(=C1)C(C)O)CC(=O)OCC (ethyl [2-{[(allyloxy)carbonyl]amino}-4-(1-hydroxyethyl)phenyl]acetate). Procedure: A mixture of ethyl (4-acetyl-2-aminophenyl)acetate and ethyl [2-amino-4-(1-hydroxyethyl)phenyl]acetate (20.4 g) prepared by step d) was dissolved in pyridine (184 mL) and thereto was dropped at room temperature allyloxycarbonyl chloride (22.2 g), followed by stirring for 30 minutes. To the reaction mixture were added a saturated ammonium chloride solution (100 mL) and saturated brine (100 mL), and then pyridine was removed in vacuo. To the aqueous layer was added 2M hydrochloric acid (200 mL) an... Run in [Cl-].[Na+].O (brine), N1=CC=CC=C1 (pyridine). Starting materials: O=C([O-])[O-], O=C([O-])O, COCCOC, Nc1ncnn2c(C3CCC3)nc(I)c12, [Cs+], [Cs+], CC1(C)CB(c2ccc3ccc(-c4ccccc4)nc3c2F)OC1(C)C, N#N, [Na+], O, c1ccc(P(c2ccccc2)(c2ccccc2)[Pd](P(c2ccccc2)(c2ccccc2)c2ccccc2)(P(c2ccccc2)(c2ccccc2)c2ccccc2)P(c2ccccc2)(c2ccccc2)c2ccccc2)cc1. Product: Nc1ncnn2c(C3CCC3)nc(-c3ccc4ccc(-c5ccccc5)nc4c3F)c12. As a reaction SMILES: [C:42](=[O:43])([O-:44])[O-:45].[C:50](=[O:51])([OH:52])[O-:53].[CH2:55]([CH2:56][O:57][CH3:58])[O:59][CH3:60].[CH:1]1([c:5]2[n:6][c:7]([I:15])[c:8]3[c:9]([NH2:14])[n:10][cH:11][n:12][n:13]23)[CH2:2][CH2:3][CH2:4]1.[Cs+:46].[Cs+:47].[F:16][c:17]1[c:18]([B:33]2[O:34][C:35]([CH3:36])([CH3:37])[C:38]([CH3:39])([CH3:40])[CH2:41]2)[cH:19][cH:20][c:21]2[cH:22][cH:23][c:24](-[c:27]3[cH:28][cH:29][cH:30][cH:31][cH:32]3)[n:25][c:26]12.[N:48]#[N:49].[Na+:54].[OH2:61].[cH:62]1[cH:63][cH:64][c:65]([P:66]([Pd:67]([P:68]([c:69]2[cH:70][cH:71][cH:72][cH:73][cH:74]2)([c:75]2[cH:76][cH:77][cH:78][cH:79][cH:80]2)[c:81]2[cH:82][cH:83][cH:84][cH:85][cH:86]2)([P:87]([c:88]2[cH:89][cH:90][cH:91][cH:92][cH:93]2)([c:94]2[cH:95][cH:96][cH:97][cH:98][cH:99]2)[c:100]2[cH:101][cH:102][cH:103][cH:104][cH:105]2)[P:106]([c:107]2[cH:108][cH:109][cH:110][cH:111][cH:112]2)([c:113]2[cH:114][cH:115][cH:116][cH:117][cH:118]2)[c:119]2[cH:120][cH:121][cH:122][cH:123][cH:124]2)([c:125]2[cH:126][cH:127][cH:128][cH:129][cH:130]2)[c:131]2[cH:132][cH:133][cH:134][cH:135][cH:136]2)[cH:137][cH:138]1>>[CH:1]1([c:5]2[n:6][c:7](-[c:18]3[c:17]([F:16])[c:26]4[c:21]([cH:20][cH:19]3)[cH:22][cH:23][c:24](-[c:27]3[cH:28][cH:29][cH:30][cH:31][cH:32]3)[n:25]4)[c:8]3[c:9]([NH2:14])[n:10][cH:11][n:12][n:13]23)[CH2:2][CH2:3][CH2:4]1.